Dataset: the Open Reaction Database (ORD), a public repository of structured organic reaction records. Task: describe an organic reaction: reactants, conditions, products, and yield Reagents/catalysts: C=1C=CC(=CC1)[P](C=2C=CC=CC2)(C=3C=CC=CC3)[Pd]([P](C=4C=CC=CC4)(C=5C=CC=CC5)C=6C=CC=CC6)([P](C=7C=CC=CC7)(C=8C=CC=CC8)C=9C=CC=CC9)[P](C=1C=CC=CC1)(C=1C=CC=CC1)C=1C=CC=CC1 (Pd(PPh3)4). The solvent is O (water), O1CCOCC1 (dioxane). As a reaction SMILES: [CH2:1]([NH:3][C:4](=[O:24])[NH:5][C:6]1[N:11]=[CH:10][C:9](B(O)O)=[C:8]([C:15]2[S:16][CH:17]=[C:18]([C:20]([F:23])([F:22])[F:21])[N:19]=2)[CH:7]=1)[CH3:2].Br[C:26]1[CH:27]=[C:28]2[C:33](=[N:34][CH:35]=1)[N:32]([C@H:36]1[CH2:41][CH2:40][CH2:39][N:38]([CH2:42][CH2:43][N:44]3[CH2:49][CH2:48][O:47][CH2:46][CH2:45]3)[CH2:37]1)[CH:31]=[C:30]([C:50]([O:52]CC)=[O:51])[C:29]2=[O:55].C([O-])([O-])=O.[Cs+].[Cs+].[Li+].[OH-]>O1CCOCC1.O.C1C=CC([P]([Pd]([P](C2C=CC=CC=2)(C2C=CC=CC=2)C2C=CC=CC=2)([P](C2C=CC=CC=2)(C2C=CC=CC=2)C2C=CC=CC=2)[P](C2C=CC=CC=2)(C2C=CC=CC=2)C2C=CC=CC=2)(C2C=CC=CC=2)C2C=CC=CC=2)=CC=1>[CH2:1]([NH:3][C:4](=[O:24])[NH:5][C:6]1[N:11]=[CH:10][C:9]([C:26]2[CH:27]=[C:28]3[C:33](=[N:34][CH:35]=2)[N:32]([CH:36]2[CH2:41][CH2:40][CH2:39][N:38]([CH2:42][CH2:43][N:44]4[CH2:45][CH2:46][O:47][CH2:48][CH2:49]4)[CH2:37]2)[CH:31]=[C:30]([C:50]([OH:52])=[O:51])[C:29]3=[O:55])=[C:8]([C:15]2[S:16][CH:17]=[C:18]([C:20]([F:23])([F:22])[F:21])[N:19]=2)[CH:7]=1)[CH3:2] |f:2.3.4,5.6,^1:74,76,95,114|. The reactants are C(C)NC(NC1=CC(=C(C=N1)B(O)O)C=1SC=C(N1)C(F)(F)F)=O (6-(3-ethylureido)-4-(4-(trifluoromethyl)thiazol-2-yl)pyridin-3-ylboronic acid), BrC=1C=C2C(C(=CN(C2=NC1)[C@@H]1CN(CCC1)CCN1CCOCC1)C(=O)OCC)=O ((S)-ethyl 6-bromo-1-(1-(2-morpholinoethyl)piperidin-3-yl)-4-oxo-1,4-dihydro-1,8-naphthyridine-3-carboxylate), C(=O)([O-])[O-].[Cs+].[Cs+] (Cs2CO3), C(C)NC(NC1=CC(=C(C=N1)B(O)O)C=1SC=C(N1)C(F)(F)F)=O (6-(3-ethylureido)-4-(4-(trifluoromethyl)thiazol-2-yl)pyridin-3-ylboronic acid), BrC=1C=C2C(C(=CN(C2=NC1)[C@@H]1CN(CCC1)CCN1CCOCC1)C(=O)OCC)=O ((S)-ethyl 6-bromo-1-(1-(2-morpholinoethyl)piperidin-3-yl)-4-oxo-1,4-dihydro-1,8-naphthyridine-3-carboxylate), [Li+].[OH-] (LiOH). Run at temperature 100 celsius, time 30 minute. Procedure details: 6-(3-ethylureido)-4-(4-(trifluoromethyl)thiazol-2-yl)pyridin-3-ylboronic acid (Intermediate 9, 0.350 g, 0.97 mmol) and (S)-ethyl 6-bromo-1-(1-(2-morpholinoethyl)piperidin-3-yl)-4-oxo-1,4-dihydro-1,8-naphthyridine-3-carboxylate (Intermediate 34, 0.480 g, 0.97 mmol) were taken up in dioxane (4 mL), Cs2CO3 (0.633 g, 1.94 mmol) in water (1.000 mL) was added followed by Pd(PPh3)4 (0.112 g, 0.10 mmol). The reaction mixture was heated to 100° C. for 2 h, then 2 ml of 2N LiOH were added and stirred at 1... Product: C(C)NC(NC1=CC(=C(C=N1)C=1C=C2C(C(=CN(C2=NC1)C1CN(CCC1)CCN1CCOCC1)C(=O)O)=O)C=1SC=C(N1)C(F)(F)F)=O (6-(6-(3-ethylureido)-4-(4-(trifluoromethyl)thiazol-2-yl)pyridin-3-yl)-1-(1-(2-morpholinoethyl)piperidin-3-yl)-4-oxo-1,4-dihydro-1,8-naphthyridine-3-carboxylic acid). Reactants: C1COCCO1, CCN(C(C)C)C(C)C, Cn1cc(Cc2ccc(Cl)cc2)c(C2CCCN2C(=O)OC(C)(C)C)n1, Cl, O=C=Nc1ccc(C(F)(F)F)cc1. The product is Cn1cc(Cc2ccc(Cl)cc2)c(C2CCCN2C(=O)Nc2ccc(C(F)(F)F)cc2)n1. Reaction SMILES: [CH2:50]1[O:51][CH2:52][CH2:53][O:54][CH2:55]1.[CH:27]([N:28]([CH2:29][CH3:30])[CH:31]([CH3:32])[CH3:33])([CH3:34])[CH3:35].[Cl:1][c:2]1[cH:3][cH:4][c:5]([CH2:6][c:7]2[c:8]([CH:13]3[N:14]([C:18](=[O:19])[O:20][C:21]([CH3:22])([CH3:23])[CH3:24])[CH2:15][CH2:16][CH2:17]3)[n:9][n:10]([CH3:12])[cH:11]2)[cH:25][cH:26]1.[ClH:49].[N:36](=[C:37]=[O:38])[c:39]1[cH:40][cH:41][c:42]([C:45]([F:46])([F:47])[F:48])[cH:43][cH:44]1>>[Cl:1][c:2]1[cH:3][cH:4][c:5]([CH2:6][c:7]2[c:8]([CH:13]3[N:14]([C:18](=[O:19])[NH:36][c:39]4[cH:40][cH:41][c:42]([C:45]([F:46])([F:47])[F:48])[cH:43][cH:44]4)[CH2:15][CH2:16][CH2:17]3)[n:9][n:10]([CH3:12])[cH:11]2)[cH:25][cH:26]1. Starting materials: Cc1cc(CN2CCN(C)CC2)ccc1OC1CN(C(=O)OC(C)(C)C)C1, ClCCl, O=C(O)C(F)(F)F. Yields the product Cc1cc(CN2CCN(C)CC2)ccc1OC1CNC1. RXN SMILES: [CH3:1][c:2]1[c:3]([O:4][CH:5]2[CH2:6][N:7]([C:9]([O:10][C:11]([CH3:12])([CH3:13])[CH3:14])=[O:15])[CH2:8]2)[cH:16][cH:17][c:18]([CH2:20][N:21]2[CH2:22][CH2:23][N:24]([CH3:27])[CH2:25][CH2:26]2)[cH:19]1.[Cl:35][CH2:36][Cl:37].[F:28][C:29]([F:30])([F:31])[C:32]([OH:33])=[O:34]>>[CH3:1][c:2]1[c:3]([O:4][CH:5]2[CH2:6][NH:7][CH2:8]2)[cH:16][cH:17][c:18]([CH2:20][N:21]2[CH2:22][CH2:23][N:24]([CH3:27])[CH2:25][CH2:26]2)[cH:19]1. Starting materials: BrBr (bromine), C(CC(C)C)OC1=CC=C(C=C1)C(CC)=O (4'-Isoamyloxypropiophenone), BrBr (bromine), FC(C(=O)N)(F)F (trifluoroacetamide), C([O-])([O-])=O.[K+].[K+] (potassium carbonate). The solvent is O (water), C(Cl)(Cl)Cl (chloroform), CC(=O)C (acetone). Run at time 3 hour. Product: C(CC(C)C)OC1=CC=C(C=C1)C(C(C)NC(C(F)(F)F)=O)=O (4'-Isoamyloxy-2-trifluoroacetylaminopropiophenone). RXN SMILES: [CH2:1]([O:6][C:7]1[CH:12]=[CH:11][C:10]([C:13](=[O:16])[CH2:14][CH3:15])=[CH:9][CH:8]=1)[CH2:2][CH:3]([CH3:5])[CH3:4].BrBr.[F:19][C:20]([F:25])([F:24])[C:21]([NH2:23])=[O:22].C(=O)([O-])[O-].[K+].[K+]>C(Cl)(Cl)Cl.CC(C)=O.O>[CH2:1]([O:6][C:7]1[CH:8]=[CH:9][C:10]([C:13](=[O:16])[CH:14]([NH:23][C:21](=[O:22])[C:20]([F:25])([F:24])[F:19])[CH3:15])=[CH:11][CH:12]=1)[CH2:2][CH:3]([CH3:5])[CH3:4] |f:3.4.5|. Reported procedure: 4'-Isoamyloxypropiophenone (100 g, 45.5 mmol) was dissolved in chloroform (100 ml), and bromine (7.63 g, 47.7 mmol) was dropwise added thereto under ice-cooling. The mixture was stirred for 3 hours, and poured into water after disappearance of bromine colour. The aqueous mixture was extracted with dichloromethane, and the extract was washed with saturated aqueous sodium chloride and dried over magnesium sulfate. The solvent was evaporated off, which gave a crude intermediate product. The product... The reactants are C(CC)(=O)OC(C(C)C)Cl (1-chloro-2-methylpropyl propionate), ClC1=CC=C(C=C1)C=1C=C2C(=NC1)NC=C2C(=O)C=2C(=C(C=CC2F)NS(=O)(=O)CCC)F (N-(3-(5-(4-chlorophenyl)-1H-pyrrolo[2,3-b]pyridine-3-carbonyl)-2,4-difluorophenyl)propane-1-sulfonamide), [OH-].[K+] (KOH). Reagents/catalysts: CCCC[N+](CCCC)(CCCC)CCCC.[Br-] (TBAB). The solvent is CN(C)C=O (DMF), CN(C)C=O (DMF), CN(C)C=O (DMF). Product: C(CC)(=O)OC(C(C)C)N1C=C(C=2C1=NC=C(C2)C2=CC=C(C=C2)Cl)C(C2=C(C(=CC=C2F)NS(=O)(=O)CCC)F)=O (1-(5-(4-chlorophenyl)-3-(2,6-difluoro-3-(propylsulfonamido)benzoyl)-1H-pyrrolo[2,3-b]pyridin-1-yl)-2-methylpropyl propionate), solid. Isolated yield 45.0%. Reaction SMILES: [Cl:1][C:2]1[CH:7]=[CH:6][C:5]([C:8]2[CH:9]=[C:10]3[C:16]([C:17]([C:19]4[C:20]([F:33])=[C:21]([NH:26][S:27]([CH2:30][CH2:31][CH3:32])(=[O:29])=[O:28])[CH:22]=[CH:23][C:24]=4[F:25])=[O:18])=[CH:15][NH:14][C:11]3=[N:12][CH:13]=2)=[CH:4][CH:3]=1.[OH-].[K+].[C:36]([O:40][CH:41](Cl)[CH:42]([CH3:44])[CH3:43])(=[O:39])[CH2:37][CH3:38]>CN(C=O)C.CCCC[N+](CCCC)(CCCC)CCCC.[Br-]>[C:36]([O:40][CH:41]([N:14]1[C:11]2=[N:12][CH:13]=[C:8]([C:5]3[CH:6]=[CH:7][C:2]([Cl:1])=[CH:3][CH:4]=3)[CH:9]=[C:10]2[C:16]([C:17](=[O:18])[C:19]2[C:24]([F:25])=[CH:23][CH:22]=[C:21]([NH:26][S:27]([CH2:30][CH2:31][CH3:32])(=[O:28])=[O:29])[C:20]=2[F:33])=[CH:15]1)[CH:42]([CH3:44])[CH3:43])(=[O:39])[CH2:37][CH3:38] |f:1.2,5.6|. Procedure: The title compound was prepared according to the procedure as described in Example 10 Step 2 using a solution of N-(3-(5-(4-chlorophenyl)-1H-pyrrolo[2,3-b]pyridine-3-carbonyl)-2,4-difluorophenyl)propane-1-sulfonamide (0.2 g, 0.4 mmol) in DMF (1 mL), KOH (46 mg, 0.80 mmol), a solution of TBAB (264 mg, 0.81 mmol) in DMF (0.5 mL) and a solution of 1-chloro-2-methylpropyl propionate (81 mg, 0.49 mmol) in DMF (0.5 mL). The title compound was obtained as a white solid (114 mg, 45%). The title compound...